Dataset: the Open Reaction Database (ORD), a public repository of structured organic reaction records. Task: describe an organic reaction: reactants, conditions, products, and yield Reactants: ClC1=C(C(=O)Cl)C=CC=C1 (2-chlorobenzoyl chloride), C(O)(O)=O.N(N)C(N)=N (hydrazinecarboximidamide carbonic acid salt), ClCCl (dichloromethane). The solvent is N1=CC=CC=C1 (pyridine). Run at temperature 25 celsius, time 3 hour. The product is ClC1=C(C(=O)NNC(N)=N)C=CC=C1 (2-(2-Chlorobenzoyl)hydrazinecarboximidamide). Reaction SMILES: [Cl:1][C:2]1[CH:10]=[CH:9][CH:8]=[CH:7][C:3]=1[C:4](Cl)=[O:5].C(=O)(O)O.[NH:15]([C:17](=[NH:19])[NH2:18])[NH2:16].ClCCl>N1C=CC=CC=1>[Cl:1][C:2]1[CH:10]=[CH:9][CH:8]=[CH:7][C:3]=1[C:4]([NH:16][NH:15][C:17](=[NH:18])[NH2:19])=[O:5] |f:1.2|. Procedure: A mixture of 2-chlorobenzoyl chloride (10 g, 60 mmol, 1.00 equiv) and hydrazinecarboximidamide carbonic acid salt (11.6 g, 85 mmol, 1.49 equiv) in pyridine (10 mL) and dichloromethane (100 g, 1.18 mol, 41.21 equiv) was stirred for 3 h at 25° C. After the reaction was completed, the resulting mixture was concentrated under vacuum. The residue was purified via silica gel column (ethyl acetate/petroleum ether (10/1)) resulting in 3 g (22%) of 2-(2-chlorobenzoyl)hydrazinecarboximidamide as yellow oi... Reagents/catalysts: C=1C=CC(=CC1)[P](C=2C=CC=CC2)(C=3C=CC=CC3)[Pd]([P](C=4C=CC=CC4)(C=5C=CC=CC5)C=6C=CC=CC6)([P](C=7C=CC=CC7)(C=8C=CC=CC8)C=9C=CC=CC9)[P](C=1C=CC=CC1)(C=1C=CC=CC1)C=1C=CC=CC1 (Pd(PPh3)4). Run in C(=O)([O-])[O-].[K+].[K+] (K2CO3), O1CCOCC1 (dioxane). Reported procedure: This compound may be prepared using methods as described for Compound 6, step 4 using 4-(5-bromo-[1,2,4]triazolo[1,5-a]pyrazin-8-ylamino)-N-pyridin-3-ylmethyl-benzamide (100 mg, 0.24 mmol), 4-(4,4,5,5-tetramethyl-[1,3,2]dioxaborolan-2-yl)-1H-pyrazole (93 mg, 0.48 mmol) and Pd(PPh3)4 (70 mg, 0.06 mmol) in 1.5M K2CO3 (aq) (1.4 mL) and dioxane (2.5 mL). The crude material is purified by silica gel column chromatography eluting with DCM followed by 98:2 then 96:4 then 90:10 DCM:NH3 (7M in MeOH) to a... The reactants are CC1(OB(OC1(C)C)C=1C=NNC1)C (4-(4,4,5,5-tetramethyl-[1,3,2]dioxaborolan-2-yl)-1H-pyrazole), CN1CCN(CC1)C1=CC=C(C=C1)NC=1C=2N(C(=CN1)C=1C=C(SC1)C(=O)N)N=CN2 (4-{8-[4-(4-Methyl-piperazin-1-yl)-phenylamino]-[1,2,4]triazolo[1,5-a]pyrazin-5-yl}-thiophene-2-carboxylic acid amide), BrC1=CN=C(C=2N1N=CN2)NC2=CC=C(C(=O)NCC=1C=NC=CC1)C=C2 (4-(5-bromo-[1,2,4]triazolo[1,5-a]pyrazin-8-ylamino)-N-pyridin-3-ylmethyl-benzamide). The yield is 20.0%. Yields the product N (NH3), N1N=CC(=C1)C1=CN=C(C=2N1N=CN2)NC2=CC=C(C(=O)NCC=1C=NC=CC1)C=C2 (4-(5-(1H-Pyrazol-4-yl)-[1,2,4]triazolo[1,5-a]pyrazin-8-ylamino)-N-(pyridin-3-ylmethyl)benzamide). RXN SMILES: C[N:2]1CCN(C2C=CC(NC3C4[N:17]([N:29]=[CH:30]N=4)[C:18]([C:21]4C=C(C(N)=O)SC=4)=CN=3)=CC=2)CC1.Br[C:33]1[N:38]2[N:39]=[CH:40][N:41]=[C:37]2[C:36]([NH:42][C:43]2[CH:58]=[CH:57][C:46]([C:47]([NH:49][CH2:50][C:51]3[CH:52]=[N:53][CH:54]=[CH:55][CH:56]=3)=[O:48])=[CH:45][CH:44]=2)=[N:35][CH:34]=1.CC1(C)C(C)(C)OB(C2C=NNC=2)O1>C([O-])([O-])=O.[K+].[K+].O1CCOCC1.C1C=CC([P]([Pd]([P](C2C=CC=CC=2)(C2C=CC=CC=2)C2C=CC=CC=2)([P](C2C=CC=CC=2)(C2C=CC=CC=2)C2C=CC=CC=2)[P](C2C=CC=CC=2)(C2C=CC=CC=2)C2C=CC=CC=2)(C2C=CC=CC=2)C2C=CC=CC=2)=CC=1>[NH3:2].[NH:17]1[CH:18]=[C:21]([C:33]2[N:38]3[N:39]=[CH:40][N:41]=[C:37]3[C:36]([NH:42][C:43]3[CH:58]=[CH:57][C:46]([C:47]([NH:49][CH2:50][C:51]4[CH:52]=[N:53][CH:54]=[CH:55][CH:56]=4)=[O:48])=[CH:45][CH:44]=3)=[N:35][CH:34]=2)[CH:30]=[N:29]1 |f:3.4.5,^1:88,90,109,128|. The reactants are O(C1=CC=CC=C1)C1=CC=C(C=C1)NC1=CC=NC2=CC(=CC=C12)I ((4-phenoxyphenyl)-(7-iodoquinolin-4-yl)amine), [OH-].[Na+] (NaOH), O1C(OCC1)C=1N=CSC1[Sn](CCCC)(CCCC)CCCC (4-(1,3-dioxolan-2-yl)-5-tributylstannylthiazole), ketal. The reagents and catalysts are [Ag]=O (silver oxide), [Pd](Cl)Cl.C1(=CC=CC=C1)P(C1=CC=CC=C1)C1=CC=CC=C1.C1(=CC=CC=C1)P(C1=CC=CC=C1)C1=CC=CC=C1 (bis (triphenylphosphine) palladium (II) chloride). Solvent: C1CCOC1 (THF), Cl (HCl). Yields the product O(C1=CC=CC=C1)C1=CC=C(C=C1)NC1=CC=NC2=CC(=CC=C12)C1=C(N=CS1)C=O (5-(4-(4-Phenoxyphenylamino)-quinolin-7-yl) thiazole-4-carbaldehyde). The yield is 40.9%. Reaction SMILES: [O:1]([C:8]1[CH:13]=[CH:12][C:11]([NH:14][C:15]2[C:24]3[C:19](=[CH:20][C:21](I)=[CH:22][CH:23]=3)[N:18]=[CH:17][CH:16]=2)=[CH:10][CH:9]=1)[C:2]1[CH:7]=[CH:6][CH:5]=[CH:4][CH:3]=1.[O:26]1CCO[CH:27]1[C:31]1[N:32]=[CH:33][S:34][C:35]=1[Sn](CCCC)(CCCC)CCCC.[OH-].[Na+]>C1COCC1.Cl.[Pd](Cl)Cl.C1(P(C2C=CC=CC=2)C2C=CC=CC=2)C=CC=CC=1.C1(P(C2C=CC=CC=2)C2C=CC=CC=2)C=CC=CC=1.[Ag]=O>[O:1]([C:8]1[CH:13]=[CH:12][C:11]([NH:14][C:15]2[C:24]3[C:19](=[CH:20][C:21]([C:35]4[S:34][CH:33]=[N:32][C:31]=4[CH:27]=[O:26])=[CH:22][CH:23]=3)[N:18]=[CH:17][CH:16]=2)=[CH:10][CH:9]=1)[C:2]1[CH:7]=[CH:6][CH:5]=[CH:4][CH:3]=1 |f:2.3,6.7.8|. Reported procedure: Prepared according to Procedure B from (4-phenoxyphenyl)-(7-iodoquinolin-4-yl)amine (0.876 g, 2 mmol), 4-(1,3-dioxolan-2-yl)-5-tributylstannylthiazole (2.1 mmol), bis (triphenylphosphine) palladium (II) chloride (0.105 g, 0.15 mmol, 7.5 mol %) and silver oxide (0.463 g, 2 mmol) heated under reflux under nitrogen for 18 hr. The reaction mixture was then filtered through Harborlite® and the filtrate was concentrated. The product was purified on Bond Elut™ cartridge, eluting sequentially with dichl... The reactants are FC=1C=NC(=NC1)N1C[C@@]2(N=C(SC[C@@H]2C1)NC(C1=CC=CC=C1)=O)C1=CC=NS1 (N-[(4aR,7aR)-6-(5-Fluoropyrimidin-2-yl)-7a-isothiazol-5-yl-4,4a,5,7-tetrahydropyrrolo[3,4-d][1,3]thiazin-2-yl]benzamide), [OH-].[Li+] (lithium hydroxide), Cl (Hydrogen chloride). Solvent: CO (methanol), O (water). Reaction conditions: temperature 22 celsius, time 30 minute. The product is FC=1C=NC(=NC1)N1C[C@@]2(N=C(SC[C@@H]2C1)N)C1=CC=NS1 ((4aR,7aR)-6-(5-Fluoropyrimidin-2-yl)-7a-isothiazol-5-yl-4,4a,5,7-tetrahydropyrrolo[3,4-d][1,3]thiazin-2-amine). The yield is 25.8%. RXN SMILES: [F:1][C:2]1[CH:3]=[N:4][C:5]([N:8]2[CH2:16][C@@H:15]3[C@@:10]([C:26]4[S:30][N:29]=[CH:28][CH:27]=4)([N:11]=[C:12]([NH:17]C(=O)C4C=CC=CC=4)[S:13][CH2:14]3)[CH2:9]2)=[N:6][CH:7]=1.[OH-].[Li+].Cl>CO.O>[F:1][C:2]1[CH:3]=[N:4][C:5]([N:8]2[CH2:16][C@@H:15]3[C@@:10]([C:26]4[S:30][N:29]=[CH:28][CH:27]=4)([N:11]=[C:12]([NH2:17])[S:13][CH2:14]3)[CH2:9]2)=[N:6][CH:7]=1 |f:1.2|. Procedure: N-[(4aR,7aR)-6-(5-Fluoropyrimidin-2-yl)-7a-isothiazol-5-yl-4,4a,5,7-tetrahydropyrrolo[3,4-d][1,3]thiazin-2-yl]benzamide (5 g, 11.5 mmol) is added to lithium hydroxide (530 mg, 12.6 mmol) in methanol (50 mL) at 22° C. The reaction mixture is refluxed for 3 hours and then cooled to 22° C. Hydrogen chloride, 2 M in water (20.3 mL) is added and then solvent is evaporated. The solution is washed with MTBE (50 mL). The aqueous solution is treated with charcoal (500 mg) and stirred 30 minutes at 22° C.... Run in FC(C(=O)O)(F)F (trifluoroacetic acid). The reactants are ClC1=C(C=C(C(=C1)CCC)O)O (2-chloro-4-propyl-1,5-dihydroxybenzene), C1N2CN3CN1CN(C2)C3 (hexamine), O (Water). Procedure: To a solution of 2-chloro-4-propyl-1,5-dihydroxybenzene (from Step a, 243 mg, 1.3 mmol) in 10 mL trifluoroacetic acid was added 1 g of hexamine. The mixture was refluxed for 20 h. Water was added and the mixture was extracted with ethyl acetate. Chromatography of the concentrated organic extracts gave the title compound. Product: ClC=1C(=C(C=O)C(=C(C1)CCC)O)O (3-chloro-5-propyl-2,6-dihydroxybenzaldehyde). As a reaction SMILES: [Cl:1][C:2]1[CH:7]=[C:6]([CH2:8][CH2:9][CH3:10])[C:5]([OH:11])=[CH:4][C:3]=1[OH:12].[CH2:13]1N2CN3CN(C2)CN1C3.[OH2:23]>FC(F)(F)C(O)=O>[Cl:1][C:2]1[C:3]([OH:12])=[C:4]([C:5]([OH:11])=[C:6]([CH2:8][CH2:9][CH3:10])[CH:7]=1)[CH:13]=[O:23]. Starting materials: [H][H] (hydrogen), C(C1=CC=CC=C1)NC1CCS(CC1)(=O)=O (N-Benzyl-1,1-dioxotetrahydro-2H-thiopyran-4-amine). Reagents/catalysts: [OH-].[OH-].[Pd+2] (Palladium hydroxide on carbon). Run in C(C)O (ethanol). The product is O=S1(CCC(CC1)N)=O (1,1-Dioxotetrahydro-2H-thiopyran-4-amine). As a reaction SMILES: C([NH:8][CH:9]1[CH2:14][CH2:13][S:12](=[O:16])(=[O:15])[CH2:11][CH2:10]1)C1C=CC=CC=1.[H][H]>[OH-].[OH-].[Pd+2].C(O)C>[O:15]=[S:12]1(=[O:16])[CH2:13][CH2:14][CH:9]([NH2:8])[CH2:10][CH2:11]1 |f:2.3.4|. Procedure details: N-Benzyl-1,1-dioxotetrahydro-2H-thiopyran-4-amine (2.00 g) was added to ethanol (40 mL) in a pressure bottle. Palladium hydroxide on carbon (0.587 g,) was added and the solution was stirred under 30 psi of hydrogen at room temperature for 2 hours. The mixture was filtered though a nylon membrane and the solvent was removed under vacuum.